This data is from the Open Reaction Database (ORD), a public repository of structured organic reaction records. The task is: describe an organic reaction: reactants, conditions, products, and yield Starting materials: CO, ClCCl, COC(=O)c1ccc(-c2cnc(C(=O)CCCCCCc3ccccc3)o2)s1. Yields the product O=C(CCCCCCc1ccccc1)c1ncc(-c2ccc(C(=O)O)s2)o1. RXN SMILES: [CH3:29][OH:30].[Cl:31][CH2:32][Cl:33].[c:1]1([CH2:7][CH2:8][CH2:9][CH2:10][CH2:11][CH2:12][C:13](=[O:14])[c:15]2[o:16][c:17](-[c:20]3[cH:21][cH:22][c:23]([C:25](=[O:26])[O:27][CH3:28])[s:24]3)[cH:18][n:19]2)[cH:2][cH:3][cH:4][cH:5][cH:6]1>>[c:1]1([CH2:7][CH2:8][CH2:9][CH2:10][CH2:11][CH2:12][C:13](=[O:14])[c:15]2[o:16][c:17](-[c:20]3[cH:21][cH:22][c:23]([C:25](=[O:26])[OH:27])[s:24]3)[cH:18][n:19]2)[cH:2][cH:3][cH:4][cH:5][cH:6]1.